This data is from the Open Reaction Database (ORD), a public repository of structured organic reaction records. The task is: describe an organic reaction: reactants, conditions, products, and yield Starting materials: C(C)(C)(C)OC(=O)N1CCC(CC1)NC(C1=CC(=C(C=C1)NC=1N=CC2=C(N(CC(C(N2C)=O)(F)F)C2CCCCC2)N1)OC)=O (4-[4-(9-cyclohexyl-7,7-difluoro-5-methyl-6-oxo-6,7,8,9-tetrahydro-5H-pyrimido[4,5-b][1,4]diazepin-2-ylamino)-3-methoxy-benzoylamino]-piperidine-1-carboxylic acid tert-butyl ester), FC(C(=O)O)(F)F (trifluoroacetic acid). Run in ClCCl (dichloromethane). Run at time 1 hour. The product is C1(CCCCC1)N1C2=C(N(C(C(C1)(F)F)=O)C)C=NC(=N2)NC2=C(C=C(C(=O)NC1CCNCC1)C=C2)OC (4-(9-cyclohexyl-7,7-difluoro-5-methyl-6-oxo-6,7,8,9-tetrahydro-5H-pyrimido[4,5-b][1,4]diazepin-2-ylamino)-3-methoxy-N-piperidin-4-yl-benzamide). Isolated yield 78.8%. Reaction SMILES: C(OC([N:8]1[CH2:13][CH2:12][CH:11]([NH:14][C:15](=[O:46])[C:16]2[CH:21]=[CH:20][C:19]([NH:22][C:23]3[N:24]=[CH:25][C:26]4[N:32]([CH3:33])[C:31](=[O:34])[C:30]([F:36])([F:35])[CH2:29][N:28]([CH:37]5[CH2:42][CH2:41][CH2:40][CH2:39][CH2:38]5)[C:27]=4[N:43]=3)=[C:18]([O:44][CH3:45])[CH:17]=2)[CH2:10][CH2:9]1)=O)(C)(C)C.FC(F)(F)C(O)=O>ClCCl>[CH:37]1([N:28]2[CH2:29][C:30]([F:36])([F:35])[C:31](=[O:34])[N:32]([CH3:33])[C:26]3[CH:25]=[N:24][C:23]([NH:22][C:19]4[CH:20]=[CH:21][C:16]([C:15]([NH:14][CH:11]5[CH2:12][CH2:13][NH:8][CH2:9][CH2:10]5)=[O:46])=[CH:17][C:18]=4[O:44][CH3:45])=[N:43][C:27]2=3)[CH2:38][CH2:39][CH2:40][CH2:41][CH2:42]1. Procedure: A mixture of 0.090 g (0.14 mmole) of 4-[4-(9-cyclohexyl-7,7-difluoro-5-methyl-6-oxo-6,7,8,9-tetrahydro-5H-pyrimido[4,5-b][1,4]diazepin-2-ylamino)-3-methoxy-benzoylamino]-piperidine-1-carboxylic acid tert-butyl ester (I-250) 1 mL of trifluoroacetic acid and 5 mL of dichloromethane was stirred for 1 hour and then concentrated under reduced pressure. The residue was taken up in 30 mL of ethyl acetate, washed twice with 30 mL of saturated aqueous sodium bicarbonate and then brine. The organic layer ... The reactants are CCCNCCC, CN(C)C=O, O=C1c2cc(F)ccc2-n2cnc(-c3noc(CCl)n3)c2C2CCN12. Yields the product CCCN(CCC)Cc1nc(-c2ncn3c2C2CCN2C(=O)c2cc(F)ccc2-3)no1. RXN SMILES: [CH2:26]([CH2:27][CH3:28])[NH:29][CH2:30][CH2:31][CH3:32].[CH3:33][N:34]([CH3:35])[CH:36]=[O:37].[Cl:1][CH2:2][c:3]1[n:4][c:5](-[c:8]2[n:9][cH:10][n:11]3[c:12]2[CH:13]2[N:14]([C:15](=[O:23])[c:16]4[c:17]-3[cH:18][cH:19][c:20]([F:22])[cH:21]4)[CH2:24][CH2:25]2)[n:6][o:7]1>>[CH2:2]([c:3]1[n:4][c:5](-[c:8]2[n:9][cH:10][n:11]3[c:12]2[CH:13]2[N:14]([C:15](=[O:23])[c:16]4[c:17]-3[cH:18][cH:19][c:20]([F:22])[cH:21]4)[CH2:24][CH2:25]2)[n:6][o:7]1)[N:29]([CH2:26][CH2:27][CH3:28])[CH2:30][CH2:31][CH3:32].